This data is from the Open Reaction Database (ORD), a public repository of structured organic reaction records. The task is: describe an organic reaction: reactants, conditions, products, and yield The reactants are N#CC1(NC(=O)C2CC(S(=O)(=O)c3ccc(-n4ccnc4)cc3C(F)(F)F)CN2)CC1, CC(=O)OC(C)=O, Cl. The product is CC(=O)N1CC(S(=O)(=O)c2ccc(-n3ccnc3)cc2C(F)(F)F)CC1C(=O)NC1(C#N)CC1. RXN SMILES: [C:2](#[N:3])[C:4]1([NH:7][C:8](=[O:9])[CH:10]2[NH:11][CH2:12][CH:13]([S:15](=[O:16])(=[O:17])[c:18]3[c:19]([C:29]([F:30])([F:31])[F:32])[cH:20][c:21](-[n:24]4[cH:25][n:26][cH:27][cH:28]4)[cH:22][cH:23]3)[CH2:14]2)[CH2:5][CH2:6]1.[CH3:33][C:34](=[O:35])[O:36][C:37](=[O:38])[CH3:39].[ClH:1]>>[C:2](#[N:3])[C:4]1([NH:7][C:8](=[O:9])[CH:10]2[N:11]([C:34]([CH3:33])=[O:35])[CH2:12][CH:13]([S:15](=[O:16])(=[O:17])[c:18]3[c:19]([C:29]([F:30])([F:31])[F:32])[cH:20][c:21](-[n:24]4[cH:25][n:26][cH:27][cH:28]4)[cH:22][cH:23]3)[CH2:14]2)[CH2:5][CH2:6]1. Reactants: CCCc1c(C(=O)OCC)oc2cccc(OCCCN(C(=O)OC(C)(C)C)C(C)(C)C)c12, ClCCl, O=C(O)C(F)(F)F. Yields the product CCCc1c(C(=O)OCC)oc2cccc(OCCCNC(C)(C)C)c12. Reaction SMILES: [CH2:1]([CH3:2])[O:3][C:4](=[O:5])[c:6]1[o:7][c:8]2[c:9]([c:10]1[CH2:11][CH2:12][CH3:13])[c:14]([O:18][CH2:19][CH2:20][CH2:21][N:22]([C:23]([CH3:24])([CH3:25])[CH3:26])[C:27]([O:28][C:29]([CH3:30])([CH3:31])[CH3:32])=[O:33])[cH:15][cH:16][cH:17]2.[Cl:41][CH2:42][Cl:43].[OH:34][C:35]([C:36]([F:37])([F:38])[F:39])=[O:40]>>[CH2:1]([CH3:2])[O:3][C:4](=[O:5])[c:6]1[o:7][c:8]2[c:9]([c:10]1[CH2:11][CH2:12][CH3:13])[c:14]([O:18][CH2:19][CH2:20][CH2:21][NH:22][C:23]([CH3:24])([CH3:25])[CH3:26])[cH:15][cH:16][cH:17]2. Starting materials: ClC1=CC=C(C(=O)NC=2C(=CC(=CC2)N)NC(=O)OC(C2=CC=NC=C2)C2CCNCC2)C=C1 (N1-(4-chlorobenzoyl)-N2-[1-(4-pyridyl)piperidin-4-ylmethoxycarbonyl]-1,2,4-benzenetriamine), N1=CC=CC=C1 (pyridine), C(C)(=O)Cl (acetyl chloride), CO (MeOH). Solvent: C(Cl)Cl (CH2Cl2). Run at time 16 hour. The product is C(C)(=O)NC=1C=C(C(=CC1)NC(C1=CC=C(C=C1)Cl)=O)NC(=O)OC(C1=CC=NC=C1)C1CCNCC1 (N4-Acetyl-N1-(4-chlorobenzoyl)-N2-[1-(4-pyridyl)piperidin-4-ylmethoxycarbonyl]-1,2,4-benzenetriamine). The yield is 76.6%. RXN SMILES: [Cl:1][C:2]1[CH:34]=[CH:33][C:5]([C:6]([NH:8][C:9]2[C:10]([NH:16][C:17]([O:19][CH:20]([CH:27]3[CH2:32][CH2:31][NH:30][CH2:29][CH2:28]3)[C:21]3[CH:26]=[CH:25][N:24]=[CH:23][CH:22]=3)=[O:18])=[CH:11][C:12]([NH2:15])=[CH:13][CH:14]=2)=[O:7])=[CH:4][CH:3]=1.N1C=CC=CC=1.[C:41](Cl)(=[O:43])[CH3:42].CO>C(Cl)Cl>[C:41]([NH:15][C:12]1[CH:11]=[C:10]([NH:16][C:17]([O:19][CH:20]([CH:27]2[CH2:32][CH2:31][NH:30][CH2:29][CH2:28]2)[C:21]2[CH:22]=[CH:23][N:24]=[CH:25][CH:26]=2)=[O:18])[C:9]([NH:8][C:6](=[O:7])[C:5]2[CH:4]=[CH:3][C:2]([Cl:1])=[CH:34][CH:33]=2)=[CH:14][CH:13]=1)(=[O:43])[CH3:42]. Procedure: A solution of N1-(4-chlorobenzoyl)-N2-[1-(4-pyridyl)piperidin-4-ylmethoxycarbonyl]-1,2,4-benzenetriamine (40 mg, 0.08 mmol) in 5 mL of CH2Cl2 was treated with pyridine (1 mL) and acetyl chloride (0.006 mL, 0.09 mmol). After 16 h, the mixture was treated with MeOH (1 mL) and then concentrated. The residue was partitioned between EtOAc and NaOH (aq). The organic layer was dried (MgSO4), concentrated, and purified by chromatography (17:3 CH2Cl2:MeOR), affording 32 mg (76%) of the title compound. Reactants: S1C2=C(C=C1)CC1=C2SC=C1 (4H-Cyclopenta[2,1-b:3,4-b′]dithiophene), C(CCCCC)Br (hexyl bromide), [I-].[K+] (potassium iodide). The solvent is CS(=O)C (dimethyl sulfoxide). Run at time 72 hour. Product: C(CCCCC)C1(C2=C(SC=C2)C=2SC=CC21)CCCCCC (4,4-Dihexyl-cyclopenta[2,1-b:3,4-b′]dithiophene). As a reaction SMILES: [S:1]1[CH:5]=[CH:4][C:3]2[CH2:6][C:7]3[CH:11]=[CH:10][S:9][C:8]=3[C:2]1=2.[CH2:12](Br)[CH2:13][CH2:14][CH2:15][CH2:16][CH3:17].[I-].[K+]>CS(C)=O>[CH2:12]([C:6]1([CH2:7][CH2:8][CH2:2][CH2:3][CH2:4][CH3:5])[C:7]2[CH:11]=[CH:10][S:9][C:8]=2[C:2]2[S:1][CH:5]=[CH:4][C:3]1=2)[CH2:13][CH2:14][CH2:15][CH2:16][CH3:17] |f:2.3|. Reported procedure: To a solution of 4H-Cyclopenta[2,1-b:3,4-b′]dithiophene (CDT) (1.63 g, 9.14 mmol) in dimethyl sulfoxide (50 mL) was added hexyl bromide (3.1 g, 18.9 mmol) and a catalytic amount of potassium iodide (50 mg). The mixture was purged with argon for 10 minutes followed by the slow addition of solid potassium hydroxide (2 g). The now dark green mixture was stirred in the dark at room temperature for 72 hours. The mixture was then poured into de-ionized water (150 mL) and the organic phase extracted wi... The reactants are CC(C)(C)OC(=O)N1CCC(c2ncnc3cc(OCCCOS(C)(=O)=O)ccc23)CC1, C1CNCCN1, C1COCCO1. Yields the product CC(C)(C)OC(=O)N1CCC(c2ncnc3cc(OCCCN4CCNCC4)ccc23)CC1. As a reaction SMILES: [C:1]([CH3:2])([CH3:3])([CH3:4])[O:5][C:6](=[O:7])[N:8]1[CH2:9][CH2:10][CH:11]([c:14]2[n:15][cH:16][n:17][c:18]3[cH:19][c:20]([O:24][CH2:25][CH2:26][CH2:27][O:28][S:29]([CH3:30])(=[O:31])=[O:32])[cH:21][cH:22][c:23]23)[CH2:12][CH2:13]1.[CH2:33]1[CH2:34][NH:35][CH2:36][CH2:37][NH:38]1.[O:39]1[CH2:40][CH2:41][O:42][CH2:43][CH2:44]1>>[C:1]([CH3:2])([CH3:3])([CH3:4])[O:5][C:6](=[O:7])[N:8]1[CH2:9][CH2:10][CH:11]([c:14]2[n:15][cH:16][n:17][c:18]3[cH:19][c:20]([O:24][CH2:25][CH2:26][CH2:27][N:35]4[CH2:34][CH2:33][NH:38][CH2:37][CH2:36]4)[cH:21][cH:22][c:23]23)[CH2:12][CH2:13]1.